From a dataset of the Open Reaction Database (ORD), a public repository of structured organic reaction records. describe an organic reaction: reactants, conditions, products, and yield Reactants: N[C@H](C(=O)O)CC1=CC(=C(C=C1)OCCC=1N=C(OC1C)C1=CC=CC=C1)Br ((2S)-2-amino-3-{3-bromo-4-[2-(5-methyl-2-phenyl-1,3-oxazol-4-yl)-ethoxy]-phenyl}-propionic acid), C1(=CC=C(C=C1)N(CCO)CCO)C (2,2′-(p-tolylazanediyl)diethanol). As a reaction SMILES: [NH2:1][C@@H:2]([CH2:6][C:7]1[CH:12]=[CH:11][C:10]([O:13][CH2:14][CH2:15][C:16]2[N:17]=[C:18]([C:22]3[CH:27]=[CH:26][CH:25]=[CH:24][CH:23]=3)[O:19][C:20]=2[CH3:21])=[C:9]([Br:28])[CH:8]=1)[C:3]([OH:5])=[O:4].[C:29]1([CH3:42])[CH:34]=[CH:33][C:32]([N:35]([CH2:39][CH2:40]O)[CH2:36][CH2:37]O)=[CH:31][CH:30]=1>>[Br:28][C:9]1[CH:8]=[C:7]([CH2:6][C@H:2]([N:1]2[CH2:40][CH2:39][N:35]([C:32]3[CH:31]=[CH:30][C:29]([CH3:42])=[CH:34][CH:33]=3)[CH2:36][CH2:37]2)[C:3]([OH:5])=[O:4])[CH:12]=[CH:11][C:10]=1[O:13][CH2:14][CH2:15][C:16]1[N:17]=[C:18]([C:22]2[CH:27]=[CH:26][CH:25]=[CH:24][CH:23]=2)[O:19][C:20]=1[CH3:21]. Yield: 24.0%. Procedure details: Following the procedures described in Example 1, Intermediate 3B was used in place of Intermediate 3A, and 2,2′-(p-tolylazanediyl)diethanol was used in place of 2,2′-(m-tolylazanediyl)diethanol to give (2S)-3-{3-bromo-4-[2-(5-methyl-2-phenyl-1,3-oxazol-4-yl)-ethoxy]-phenyl}-2-(4-p-tolyl-piperazin-1-yl)-propionic acid as a white solid with the yield of 24% and mp of 203-205° C. Yields the product BrC=1C=C(C=CC1OCCC=1N=C(OC1C)C1=CC=CC=C1)C[C@@H](C(=O)O)N1CCN(CC1)C1=CC=C(C=C1)C ((2S)-3-{3-bromo-4-[2-(5-methyl-2-phenyl-1,3-oxazol-4-yl)-ethoxy]-phenyl}-2-(4-p-tolyl-piperazin-1-yl)-propionic acid). Starting materials: C1=CC=NC(=C1)NC2=CC=CC=N2 (2,2′-dipyridylamine), [OH-].[K+] (potassium hydroxide), ICCCCCCCCCCCCCCCCCC (1-iodooctadecane). Run in CN(C=O)C (N,N-dimethylformamide). Conditions: time 1 hour. Yields the product C(CCCCCCCCCCCCCCCCC)N(C1=NC=CC=C1)C1=NC=CC=C1 (N-Octadecyl-N-pyridin-2-ylpyridin-2-amine). RXN SMILES: [CH:1]1[CH:6]=[C:5]([NH:7][C:8]2[N:13]=[CH:12][CH:11]=[CH:10][CH:9]=2)[N:4]=[CH:3][CH:2]=1.[OH-].[K+].I[CH2:17][CH2:18][CH2:19][CH2:20][CH2:21][CH2:22][CH2:23][CH2:24][CH2:25][CH2:26][CH2:27][CH2:28][CH2:29][CH2:30][CH2:31][CH2:32][CH2:33][CH3:34]>CN(C)C=O>[CH2:34]([N:7]([C:5]1[CH:6]=[CH:1][CH:2]=[CH:3][N:4]=1)[C:8]1[CH:9]=[CH:10][CH:11]=[CH:12][N:13]=1)[CH2:33][CH2:32][CH2:31][CH2:30][CH2:29][CH2:28][CH2:27][CH2:26][CH2:25][CH2:24][CH2:23][CH2:22][CH2:21][CH2:20][CH2:19][CH2:18][CH3:17] |f:1.2|. Procedure: To a flask were added 1.0 g 2,2′-dipyridylamine, 1.0 g of pulverized potassium hydroxide and 15 ml of N,N-dimethylformamide. After stirring for 1 hour under nitrogen, the mixture was cooled to 5 C and 2.2 g of 1-iodooctadecane were added. The mixture was allowed to warm to 22 C and stirred for 16 hours, then heated to 40 C for 2 hours. After quenching with 25 ml water and cooling to 22 C, the product was filtered and washed with water. The product was dissolved in 25 ml hot ethanol with 100 mg a... Starting materials: ClC1=C(C=CC2=C1C(=NO2)C2=C(C=C(C=C2)OC2=CC=C(C=C2)Cl)CCC)O (4-chloro-3-[4-(4-chlorophenoxy)-2-propylphenyl]-1,2-benzisoxazol-5-ol), C([C@H](O)C)(=O)OC (methyl (R)-lactate). Yields the product ClC1=C(C=CC2=C1C(=NO2)C2=C(C=C(C=C2)OC2=CC=C(C=C2)Cl)CCC)O[C@H](C(=O)O)C ((2S)-2-({4-chloro-3-[4-(4-chlorophenoxy)-2-propylphenyl]-1,2-benzisoxazol-5-yl}oxy)propanoic acid). Reaction SMILES: [Cl:1][C:2]1[C:7]2[C:8]([C:11]3[CH:16]=[CH:15][C:14]([O:17][C:18]4[CH:23]=[CH:22][C:21]([Cl:24])=[CH:20][CH:19]=4)=[CH:13][C:12]=3[CH2:25][CH2:26][CH3:27])=[N:9][O:10][C:6]=2[CH:5]=[CH:4][C:3]=1[OH:28].[C:29]([O:34]C)(=[O:33])[C@@H:30]([CH3:32])O>>[Cl:1][C:2]1[C:7]2[C:8]([C:11]3[CH:16]=[CH:15][C:14]([O:17][C:18]4[CH:23]=[CH:22][C:21]([Cl:24])=[CH:20][CH:19]=4)=[CH:13][C:12]=3[CH2:25][CH2:26][CH3:27])=[N:9][O:10][C:6]=2[CH:5]=[CH:4][C:3]=1[O:28][C@@H:30]([CH3:32])[C:29]([OH:34])=[O:33]. Procedure: The phenol product from Step 1 (0.38 g, 0.9 mmol) and methyl (R)-lactate (0.16 g, 1.5 mmol) was reacted according the general procedure described in Step 11 of Example 1 to give the title compound as a white solid. The reactants are C(#N)CNC(OC(C)(C)C)=O (tert-butyl cyanomethylcarbamate), NC1=NC=CC=C1N (2,3-diaminopyridine), C(C)(=O)N[C@@H](CS)C(=O)O (N-acetylcysteine). Solvent: CO (CH3OH). Conditions: temperature 50 celsius. Product: N1=C(NC2=NC=CC=C21)CNC(OC(C)(C)C)=O (tert-Butyl 3H-imidazo[4,5-b]pyridin-2-ylmethylcarbamate). Yield: 87.8%. Reaction SMILES: [C:1]([CH2:3][NH:4][C:5](=[O:11])[O:6][C:7]([CH3:10])([CH3:9])[CH3:8])#[N:2].[NH2:12][C:13]1[C:18](N)=[CH:17][CH:16]=[CH:15][N:14]=1.C(N[C@H](C(O)=O)CS)(=O)C>CO>[N:2]1[C:18]2[C:13](=[N:14][CH:15]=[CH:16][CH:17]=2)[NH:12][C:1]=1[CH2:3][NH:4][C:5](=[O:11])[O:6][C:7]([CH3:8])([CH3:10])[CH3:9]. Reported procedure: A mixture of tert-butyl cyanomethylcarbamate (1.61 g; 10 mmol), 2,3-diaminopyridine (0.56 g; 5 mmol), N-acetylcysteine (1.68 g; 10 mmol) in 10 ml of CH3OH was heated at 50° C. for 89 h. It was then concentrated, and the residue was taken up in a little CH3OH and filtered through an acidic ion exchanger (acetate on polymeric support). Renewed concentration and chromatography on silica gel (CH2Cl2/CH3OH 5%) afforded 1.09 g of the required product;